Dataset: the Open Reaction Database (ORD), a public repository of structured organic reaction records. Task: describe an organic reaction: reactants, conditions, products, and yield The reactants are C1OC=2C=C(C=C[N+](=O)[O-])C=CC2O1 (3,4-(methylenedioxy)-β-nitrostyrene), CN(C([S-])=S)C.C[NH2+]C (dimethylammonium dimethyldithiocarbamate). Solvent: C(=S)=S (carbon disulfide). The product is CN(C(SC(C1=CC2=C(C=C1)OCO2)C[N+](=O)[O-])=S)C (3,4-(methylenedioxy)-α-(nitromethyl)benzyl dimethyldithiocarbamate). As a reaction SMILES: [CH2:1]1[O:14][C:13]2[CH:12]=[CH:11][C:5]([CH:6]=[CH:7][N+:8]([O-:10])=[O:9])=[CH:4][C:3]=2[O:2]1.[CH3:15][N:16]([CH3:20])[C:17](=[S:19])[S-:18].C[NH2+]C>C(=S)=S>[CH3:15][N:16]([CH3:20])[C:17](=[S:18])[S:19][CH:6]([CH2:7][N+:8]([O-:10])=[O:9])[C:5]1[CH:11]=[CH:12][C:13]2[O:14][CH2:1][O:2][C:3]=2[CH:4]=1 |f:1.2|. Reported procedure: As in Example 17, reaction of 3,4-(methylenedioxy)-β-nitrostyrene with dimethylammonium dimethyldithiocarbamate in the presence of carbon disulfide gave 3,4-(methylenedioxy)-α-(nitromethyl)benzyl dimethyldithiocarbamate melting at 122° C.-124° C. when recrystallized without heating from acetone-ethanol solution. The reactants are [Br-].COC(=O)C=1C=C(C[P+](C2=CC=CC=C2)(C2=CC=CC=C2)C2=CC=CC=C2)C=CC1 ((3-methoxycarbonylbenzyl)triphenylphosphonium bromide), [O-]CC.[Na+] (sodium ethoxide), C(C)=O (acetaldehyde). Product: C(=CC)C=1C=C(C(=O)OCC)C=CC1 (ethyl 3-(1-propenyl)benzoate). RXN SMILES: [Br-].[CH3:2][O:3][C:4]([C:6]1[CH:7]=[C:8]([CH:29]=[CH:30][CH:31]=1)[CH2:9][P+](C1C=CC=CC=1)(C1C=CC=CC=1)C1C=CC=CC=1)=[O:5].[O-][CH2:33][CH3:34].[Na+].[CH:36](=O)C>>[CH:9]([C:8]1[CH:7]=[C:6]([CH:31]=[CH:30][CH:29]=1)[C:4]([O:3][CH2:2][CH3:36])=[O:5])=[CH:33][CH3:34] |f:0.1,2.3|. Procedure details: The preparation of begins with the known methyl 3-(bromomethyl)benzoate. This halide is heated in xylene solution with triphenylphosphine to yield (3-methoxycarbonylbenzyl)triphenylphosphonium bromide. The phosphonium salt is converted to the ylide with sodium ethoxide and the ylide caused to react with acetaldehyde to yield ethyl 3-(1-propenyl)benzoate. (Note that the ethyl ester has been obtained as a result of transesterification with solvent ethanol.) The ester is heated with N-bromosuccinim... Reactants: C#Cc1c(C(=O)OCC)ncc2c1ccn2Cc1ccc(F)cc1, CCO. Product: CCOC(=O)c1ncc2c(ccn2Cc2ccc(F)cc2)c1CC. As a reaction SMILES: [CH2:1]([CH3:2])[O:3][C:4](=[O:5])[c:6]1[c:7]([C:23]#[CH:24])[c:8]2[c:9]([cH:10][n:11]1)[n:12]([CH2:15][c:16]1[cH:17][cH:18][c:19]([F:22])[cH:20][cH:21]1)[cH:13][cH:14]2.[CH3:25][CH2:26][OH:27]>>[CH2:1]([CH3:2])[O:3][C:4](=[O:5])[c:6]1[c:7]([CH2:23][CH3:24])[c:8]2[c:9]([cH:10][n:11]1)[n:12]([CH2:15][c:16]1[cH:17][cH:18][c:19]([F:22])[cH:20][cH:21]1)[cH:13][cH:14]2. Starting materials: CC1CN(c2nc3ccccc3n2C)CC(C)N1, O=C(NCC(F)(F)F)C1(CCCCBr)c2ccccc2-c2ccccc21. Yields the product CC1CN(c2nc3ccccc3n2C)CC(C)N1CCCCC1(C(=O)NCC(F)(F)F)c2ccccc2-c2ccccc21. Reaction SMILES: [CH3:27][CH:28]1[CH2:29][N:30]([c:35]2[n:36][c:37]3[c:38]([n:39]2[CH3:40])[cH:41][cH:42][cH:43][cH:44]3)[CH2:31][CH:32]([CH3:34])[NH:33]1.[F:1][C:2]([CH2:3][NH:4][C:5](=[O:6])[C:7]1([CH2:20][CH2:21][CH2:22][CH2:23][Br:24])[c:8]2[cH:9][cH:10][cH:11][cH:12][c:13]2-[c:14]2[cH:15][cH:16][cH:17][cH:18][c:19]21)([F:25])[F:26]>>[F:1][C:2]([CH2:3][NH:4][C:5](=[O:6])[C:7]1([CH2:20][CH2:21][CH2:22][CH2:23][N:33]2[CH:28]([CH3:27])[CH2:29][N:30]([c:35]3[n:36][c:37]4[c:38]([n:39]3[CH3:40])[cH:41][cH:42][cH:43][cH:44]4)[CH2:31][CH:32]2[CH3:34])[c:8]2[cH:9][cH:10][cH:11][cH:12][c:13]2-[c:14]2[cH:15][cH:16][cH:17][cH:18][c:19]21)([F:25])[F:26]. Procedure: Ethyl bromodifluoroacetate (11.2 g) and tetradecyl aldehyde (3.96 g) were mixed with anhydrous tetrahydrofuran (80 ml) under argon atmosphere, and the solution was added dropwise to a suspension of zinc powder (4.1 g) and copper bromide (I) (0.41 g) in anhydrous tetrahydrofuran (80 ml) which was heated to a refluxing temperature. The mixture, after heating under reflux for 5 hours, was cooled and concentrated under reduced pressure. The residue was subjected to chromatography on a silica gel col... Reaction SMILES: [F:1][C:2]([F:32])([CH:8](OC(C(C1NC=CN=1)=O)=S)[CH2:9][CH2:10][CH2:11][CH2:12][CH2:13][CH2:14][CH2:15][CH2:16][CH2:17][CH2:18][CH2:19][CH2:20][CH3:21])[C:3]([O:5][CH2:6][CH3:7])=[O:4].C([SnH](CCCC)CCCC)CCC>C1(C)C=CC=CC=1>[F:1][C:2]([F:32])([CH2:8][CH2:9][CH2:10][CH2:11][CH2:12][CH2:13][CH2:14][CH2:15][CH2:16][CH2:17][CH2:18][CH2:19][CH2:20][CH3:21])[C:3]([O:5][CH2:6][CH3:7])=[O:4]. Yield: 87.8%. The reactants are FC(C(=O)OCC)(C(CCCCCCCCCCCCC)OC(=S)C(=O)C=1NC=CN1)F (ethyl 2,2-difluoro-3-imidazoylthiocarbonyloxyhexadecanoate), C(CCC)[SnH](CCCC)CCCC (tri-n-butyltin hydride). Product: FC(C(=O)OCC)(CCCCCCCCCCCCCC)F (ethyl 2,2-difluorohexadecanoate). Run in C1(=CC=CC=C1)C (toluene), C1(=CC=CC=C1)C (toluene). The reactants are [N+](=O)([O-])C1=CC=C(C=C1)/C(=C/C(=O)OC)/C ((E)-Methyl 3-(4-nitrophenyl)-2-butenoate), [Cl-].[NH4+] (ammonium chloride), O (water), O1CCCC1 (tetrahydrofuran). Reagents/catalysts: [Fe] (iron). Run in CO (methanol). Run at temperature 70 celsius, time 1 hour. Yields the product NC1=CC=C(C=C1)/C(=C/C(=O)OC)/C ((E)-Methyl 3-(4-aminophenyl)-2-butenoate). Isolated yield 93.8%. Reaction SMILES: [N+:1]([C:4]1[CH:9]=[CH:8][C:7](/[C:10](/[CH3:16])=[CH:11]/[C:12]([O:14][CH3:15])=[O:13])=[CH:6][CH:5]=1)([O-])=O.[Cl-].[NH4+].O.O1CCCC1>[Fe].CO>[NH2:1][C:4]1[CH:5]=[CH:6][C:7](/[C:10](/[CH3:16])=[CH:11]/[C:12]([O:14][CH3:15])=[O:13])=[CH:8][CH:9]=1 |f:1.2|. Procedure details: Compound 6a (31.7 g), iron powder (41.1 g), ammonium chloride (18.1 g), and water (173 ml) were added to a mixed solution of tetrahydrofuran (280 ml) and methanol (280 ml) in a nitrogen atmosphere. The mixture was stirred at 70° C. for 1 hour. After the reaction mixture was allowed to cool, and filtered, the filtrate was separated with ethyl acetate and water. The organic layer was washed once with water and once with a saturated sodium chloride solution, and then dried over anhydrous sodium sul... Reactants: COCCOC, CC(C)(C)[O-], CO, ClCCl, O=Cc1ccccc1OC(F)F, [K+], O, [C-]#[N+]CS(=O)(=O)c1ccc(C)cc1. The product is N#CCc1ccccc1OC(F)F. As a reaction SMILES: [CH2:34]([CH2:35][O:36][CH3:37])[O:38][CH3:39].[CH3:14][C:15]([CH3:16])([O-:17])[CH3:18].[CH3:32][OH:33].[Cl:40][CH2:41][Cl:42].[F:20][CH:21]([O:22][c:23]1[c:24]([CH:25]=[O:26])[cH:27][cH:28][cH:29][cH:30]1)[F:31].[K+:19].[OH2:43].[c:1]1([CH3:2])[cH:3][cH:4][c:5]([S:6](=[O:8])(=[O:9])[CH2:10][N+:11]#[C-:7])[cH:12][cH:13]1>>[C:10](#[N:11])[CH2:25][c:24]1[c:23]([O:22][CH:21]([F:20])[F:31])[cH:30][cH:29][cH:28][cH:27]1.